This data is from the Open Reaction Database (ORD), a public repository of structured organic reaction records. The task is: describe an organic reaction: reactants, conditions, products, and yield The reactants are FC=1C=CC2=C(C(N(CC=3N2C=NC3C(=O)N3C=NC=C3)C)=O)C1 (1-[(8-fluoro-5,6-dihydro-5-methyl-6-oxo-4H-imidazo[1,5-a][1,4]benzodiazepin-3-yl)carbonyl]imidazole), C1(CC1)C(N)=NO (cyclopropanecarboxamidoxime). The solvent is CN(C=O)C (N,N-dimethylformamide). Yields the product C1(CC1)C1=NOC(=N1)C=1N=CN2C1CN(C(C1=C2C=CC(=C1)F)=O)C (3-(3-cyclopropyl-1,2,4-oxadiazol-5-yl)-8-fluoro-5,6-dihydro-5-methyl-4H-imidazo[1,5-a][1,4]benzodiazepin-6-one). Reaction SMILES: [F:1][C:2]1[CH:3]=[CH:4][C:5]2[N:11]3[CH:12]=[N:13][C:14]([C:15]([N:17]4C=C[N:19]=[CH:18]4)=[O:16])=[C:10]3[CH2:9][N:8]([CH3:22])[C:7](=[O:23])[C:6]=2[CH:24]=1.[CH:25]1(C(=NO)N)[CH2:27][CH2:26]1>CN(C)C=O>[CH:25]1([C:18]2[N:17]=[C:15]([C:14]3[N:13]=[CH:12][N:11]4[C:5]5[CH:4]=[CH:3][C:2]([F:1])=[CH:24][C:6]=5[C:7](=[O:23])[N:8]([CH3:22])[CH2:9][C:10]=34)[O:16][N:19]=2)[CH2:27][CH2:26]1. Procedure details: 6.5 g (20 mmol) of 1-[(8-fluoro-5,6-dihydro-5-methyl-6-oxo-4H-imidazo[1,5-a][1,4]benzodiazepin-3-yl)carbonyl]imidazole are stirred at 100° for 1 hour together with 2.2 g (22 mmol) of cyclopropanecarboxamidoxime in 25 ml of N,N-dimethylformamide. The mixture is then evaporated to dryness, 50 ml of glacial acetic acid are added to the residue and the mixture is heated to reflux for 1 hour. The mixture is again evaporated to dryness in vacuo and the residue is dissolved in methylene chloride. The m... Starting materials: CCOC(C)=O, CO, CN(C)C(=O)c1ccc(N=[N+]=[N-])nc1. Yields the product CN(C)C(=O)c1ccc(N)nc1. Reaction SMILES: [CH3:15][CH2:16][O:17][C:18](=[O:19])[CH3:20].[CH3:21][OH:22].[N:1](=[N+:2]=[N-:3])[c:4]1[n:5][cH:6][c:7]([C:8](=[O:9])[N:10]([CH3:11])[CH3:12])[cH:13][cH:14]1>>[NH2:1][c:4]1[n:5][cH:6][c:7]([C:8](=[O:9])[N:10]([CH3:11])[CH3:12])[cH:13][cH:14]1. As a reaction SMILES: [CH3:28][C:29]#[N:30].[I:20][N:21]1[C:22](=[O:23])[CH2:24][CH2:25][C:26]1=[O:27].[NH2:1][c:2]1[cH:3][c:4]([CH3:19])[n:5][n:6]1-[c:7]1[c:8]([Cl:18])[cH:9][c:10]([C:14]([F:15])([F:16])[F:17])[cH:11][c:12]1[Cl:13]>>[NH2:1][c:2]1[c:3]([I:20])[c:4]([CH3:19])[n:5][n:6]1-[c:7]1[c:8]([Cl:18])[cH:9][c:10]([C:14]([F:15])([F:16])[F:17])[cH:11][c:12]1[Cl:13]. Yields the product Cc1nn(-c2c(Cl)cc(C(F)(F)F)cc2Cl)c(N)c1I. Reactants: CC#N, O=C1CCC(=O)N1I, Cc1cc(N)n(-c2c(Cl)cc(C(F)(F)F)cc2Cl)n1. Starting materials: CC1CCCC(O)C1, CCOC(=O)C(=NO)C(C)=O. The product is CCOC(=O)C(=NOC1CCCC(C)C1)C(C)=O. RXN SMILES: [CH3:12][CH:13]1[CH2:14][CH:15]([OH:19])[CH2:16][CH2:17][CH2:18]1.[OH:1][N:2]=[C:3]([C:4](=[O:5])[O:6][CH2:7][CH3:8])[C:9]([CH3:10])=[O:11]>>[O:1]([N:2]=[C:3]([C:4](=[O:5])[O:6][CH2:7][CH3:8])[C:9]([CH3:10])=[O:11])[CH:15]1[CH2:14][CH:13]([CH3:12])[CH2:18][CH2:17][CH2:16]1. Starting materials: COCCOC, C=Cc1cnc([N+](=O)[O-])n1C, CCOC(C)=O, O=[Os](=O)(=O)=O, O. Yields the product Cn1c(C=O)cnc1[N+](=O)[O-]. RXN SMILES: [CH3:12][O:13][CH2:14][CH2:15][O:16][CH3:17].[CH3:1][n:2]1[c:3]([N+:9](=[O:10])[O-:11])[n:4][cH:5][c:6]1[CH:7]=[CH2:8].[CH3:24][CH2:25][O:26][C:27](=[O:28])[CH3:29].[O:19]=[Os:20](=[O:21])(=[O:22])=[O:23].[OH2:18]>>[CH3:1][n:2]1[c:3]([N+:9](=[O:10])[O-:11])[n:4][cH:5][c:6]1[CH:7]=[O:13]. Starting materials: S(=O)(=O)=O (Sulfur trioxide), FC(S(=O)(=O)[O-])(F)F.C(CCCCCCCCC)[N+]1=CN(C=C1)C (1-decyl-3-methylimidazolium trifluoromethanesulfonate), C1(=CC=CC=C1)C (toluene). Reaction conditions: time 1 hour. The product is C1(=CC=C(C=C1)S(=O)(=O)O)C (p-toluenesulfonic acid), C=1(C(=CC=CC1)S(=O)(=O)O)C (o-toluenesulfonic acid). Isolated yield 22.0%. As a reaction SMILES: F[C:2](F)(F)[S:3]([O-:6])(=[O:5])=[O:4].C([N+]1C=CN(C)C=1)CC[CH2:12][CH2:13][CH2:14][CH2:15][CH2:16][CH2:17][CH3:18].[C:25]1([CH3:31])[CH:30]=[CH:29]C=[CH:27][CH:26]=1.[S:32](=[O:35])(=[O:34])=[O:33]>>[C:25]1([CH3:31])[CH:30]=[CH:29][C:2]([S:3]([OH:6])(=[O:5])=[O:4])=[CH:27][CH:26]=1.[C:13]1([CH3:12])[C:18]([S:32]([OH:35])(=[O:34])=[O:33])=[CH:17][CH:16]=[CH:15][CH:14]=1 |f:0.1|. Procedure details: In a round-bottomed flask (25 cm3) equipped with a magnetic stirrer flea and stopper, 1-decyl-3-methylimidazolium trifluoromethanesulfonate (0.97 g, 2.5 mmol) and toluene (0.46g, 5.0 mmol) were added. Sulfur trioxide (0.44g, 5.5 mmol) was cautiously added (carried out in a dry box) and the mixture stirred for 1 hour. A crude sample was taken from the flask and analysed by NMR (CDCl3, 300 MHz). This showed that the reaction was complete and gave 77% of p-toluenesulfonic acid and 22% o-toluenesulf... Starting materials: BrCC(=O)[C@@H]1CC[C@H](CC1)C(C)(C)C (2-Bromo-1-(trans-4-tert-butyl-cyclohexyl)-ethanone), C(C)(C)(C)OC(CCN(C(=S)N)CC=1SC(=CC1)CC)=O (3-[1-(5-ethyl-thiophen-2-ylmethyl)-thioureido]-propionic acid tert-butyl ester). Solvent: CO (methanol). Yields the product C(C)(C)(C)OC(CCN(CC=1SC(=CC1)CC)C=1SC=C(N1)[C@@H]1CC[C@H](CC1)C(C)(C)C)=O (3-[[4-(trans-4-tert-butyl-cyclohexyl)-thiazol-2-yl]-(5-ethyl-thiophen-2-ylmethyl)-amino]-propionic acid tert-butyl ester). The yield is 79.4%. Reaction SMILES: Br[CH2:2][C:3]([C@H:5]1[CH2:10][CH2:9][C@H:8]([C:11]([CH3:14])([CH3:13])[CH3:12])[CH2:7][CH2:6]1)=O.[C:15]([O:19][C:20](=[O:35])[CH2:21][CH2:22][N:23]([CH2:27][C:28]1[S:29][C:30]([CH2:33][CH3:34])=[CH:31][CH:32]=1)[C:24]([NH2:26])=[S:25])([CH3:18])([CH3:17])[CH3:16]>CO>[C:15]([O:19][C:20](=[O:35])[CH2:21][CH2:22][N:23]([C:24]1[S:25][CH:2]=[C:3]([C@H:5]2[CH2:10][CH2:9][C@H:8]([C:11]([CH3:14])([CH3:13])[CH3:12])[CH2:7][CH2:6]2)[N:26]=1)[CH2:27][C:28]1[S:29][C:30]([CH2:33][CH3:34])=[CH:31][CH:32]=1)([CH3:16])([CH3:17])[CH3:18]. Procedure: 2-Bromo-1-(trans-4-tert-butyl-cyclohexyl)-ethanone (72 mg, 0.277 mmol) was added to a methanol (about 4 mL) solution of 3-[1-(5-ethyl-thiophen-2-ylmethyl)-thioureido]-propionic acid tert-butyl ester (100 mg, 0.304 mmol) to obtain 3-[[4-(trans-4-tert-butyl-cyclohexyl)-thiazol-2-yl]-(5-ethyl-thiophen-2-ylmethyl)-amino]-propionic acid tert-butyl ester (108 mg, 0.220 mmol) following a method analogous to General Procedure C (and similar to the procedure found in Example 5). Hydrolysis of this ester ... Yields the product C(#N)C=1C=CC(=C(C(=O)OC)C1)OCC(F)(F)F (methyl 5-cyano-2-(2,2,2-trifluoroethoxy)benzoate). Procedure: To a refluxing mixture of acetone (20 mL), methyl 5-cyano-2-hydroxybenzoate (2.0 g, 11.3 mmol, Astatech) and potassium carbonate (3.1 g, 22.6 mmol) in a 40 mL sealed vial was added dropwise 2,2,2-trifluoroethyl trifluoromethanesulfonate (3.9 g, 16.9 mmol, TCI). The mixture was stirred at reflux overnight and then concentrated under reduced pressure. The residue was dissolved in water (50 mL) and dichloromethane (50 mL). The layers were separated and the aqueous layer was extracted with dichlorom... Starting materials: C(#N)C=1C=CC(=C(C(=O)OC)C1)O (methyl 5-cyano-2-hydroxybenzoate), C([O-])([O-])=O.[K+].[K+] (potassium carbonate), FC(S(=O)(=O)OCC(F)(F)F)(F)F (2,2,2-trifluoroethyl trifluoromethanesulfonate). RXN SMILES: [C:1]([C:3]1[CH:4]=[CH:5][C:6]([OH:13])=[C:7]([CH:12]=1)[C:8]([O:10][CH3:11])=[O:9])#[N:2].C(=O)([O-])[O-].[K+].[K+].FC(F)(F)S(O[CH2:26][C:27]([F:30])([F:29])[F:28])(=O)=O>CC(C)=O>[C:1]([C:3]1[CH:4]=[CH:5][C:6]([O:13][CH2:26][C:27]([F:30])([F:29])[F:28])=[C:7]([CH:12]=1)[C:8]([O:10][CH3:11])=[O:9])#[N:2] |f:1.2.3|. Run in CC(=O)C (acetone). Isolated yield 61.5%.